This data is from the Open Reaction Database (ORD), a public repository of structured organic reaction records. The task is: describe an organic reaction: reactants, conditions, products, and yield Reactants: FC(C(=O)O)(F)F (trifluoroacetic acid), C(C)(C)(C)OC(=O)N1N=C(C=C1C=1C(=NN(C1OC)C1=CC=CC=C1)C)C (5′-Methoxy-5,3′-dimethyl-1′-phenyl-1′H-[3,4′]bipyrazolyl-2-carboxylic acid tert-butyl ester), C(C)(C)(C)OC(=O)N1N=C(C=C1C)C=1C(=NN(C1OC)C1=CC=CC=C1)C (5′-Methoxy-5,3′-dimethyl-1′-phenyl-1H-[3,4′]bipyrazolyl-1-carboxylic acid tert-butyl ester). The solvent is ClCCl (dichloromethane). Conditions: time 1 hour. Yields the product COC1=C(C(=NN1C1=CC=CC=C1)C)C=1NN=C(C1)C (5′-Methoxy-5,3′-dimethyl-1′-phenyl-2H,1′H-[3,4′]bipyrazolyl). Reaction SMILES: C(OC([N:8]1[C:12]([C:13]2[C:14]([CH3:26])=[N:15][N:16]([C:20]3[CH:25]=[CH:24][CH:23]=[CH:22][CH:21]=3)[C:17]=2[O:18][CH3:19])=[CH:11][C:10]([CH3:27])=[N:9]1)=O)(C)(C)C.C(OC(N1C(C)=CC(C2C(C)=NN(C3C=CC=CC=3)C=2OC)=N1)=O)(C)(C)C.FC(F)(F)C(O)=O>ClCCl>[CH3:19][O:18][C:17]1[N:16]([C:20]2[CH:21]=[CH:22][CH:23]=[CH:24][CH:25]=2)[N:15]=[C:14]([CH3:26])[C:13]=1[C:12]1[NH:8][N:9]=[C:10]([CH3:27])[CH:11]=1. Procedure details: To the mixture of O-methylated products, compounds (C) and (D) (0.013 g 0.035 mmol), in dichloromethane (1 ml) add trifluoroacetic acid (1 ml). Stir this mixture at room temperature for 1 hour, and then evaporate the mixture to dryness. Dilute the residue with dichloromethane, wash sequentially with water, aqueous sodium bicarbonate solution, and water. Dry the organic layer (sodium sulfate) and concentrate to give 0.006 g (0.022 mmol) of the title compound. Reactants: CCN1CCC2C(=C([N+](=O)[O-])C=CC2Br)C1, C1CCOC1, CC(C)=O, [H][H]. The product is CCN1CCC2C(=C(N)C=CC2Br)C1. As a reaction SMILES: [CH2:1]([CH3:2])[N:3]1[CH2:4][C:5]2=[C:6]([N+:14]([O-:15])=[O:16])[CH:7]=[CH:8][CH:9]([Br:13])[CH:10]2[CH2:11][CH2:12]1.[CH2:23]1[O:24][CH2:25][CH2:26][CH2:27]1.[CH3:19][C:20](=[O:21])[CH3:22].[H:17][H:18]>>[CH2:1]([CH3:2])[N:3]1[CH2:4][C:5]2=[C:6]([NH2:14])[CH:7]=[CH:8][CH:9]([Br:13])[CH:10]2[CH2:11][CH2:12]1. Starting materials: C1CCOC1, COC(=O)C(N)CC(C)CC(=O)c1cccc(NCc2ccncc2)c1-c1ccccc1, [Li+], [OH-], O. Product: CC(CC(=O)c1cccc(NCc2ccncc2)c1-c1ccccc1)CC(N)C(=O)O. As a reaction SMILES: [CH2:35]1[O:36][CH2:37][CH2:38][CH2:39]1.[CH3:1][O:2][C:3]([CH:4]([NH2:5])[CH2:6][CH:7]([CH3:8])[CH2:9][C:10]([c:11]1[c:12](-[c:25]2[cH:26][cH:27][cH:28][cH:29][cH:30]2)[c:13]([NH:17][CH2:18][c:19]2[cH:20][cH:21][n:22][cH:23][cH:24]2)[cH:14][cH:15][cH:16]1)=[O:31])=[O:32].[Li+:34].[OH-:33].[OH2:40]>>[O:2]=[C:3]([CH:4]([NH2:5])[CH2:6][CH:7]([CH3:8])[CH2:9][C:10]([c:11]1[c:12](-[c:25]2[cH:26][cH:27][cH:28][cH:29][cH:30]2)[c:13]([NH:17][CH2:18][c:19]2[cH:20][cH:21][n:22][cH:23][cH:24]2)[cH:14][cH:15][cH:16]1)=[O:31])[OH:32]. The product is S(N)(=O)(=O)C=1C=C(C=CC1)NC(=O)C=1C=NN2C1N=C(C=C2C(F)F)C2=CC(=C(C=C2)C(F)(F)F)OCC (7-Difluoromethyl-5-(3-ethoxy-4-trifluoromethyl-phenyl)-pyrazolo[1,5-a]pyrimidine-3-carboxylic acid(3-sulfamoyl-phenyl)-amide). Starting materials: FC(C1=CC(=NC=2N1N=CC2C(=O)O)C2=CC(=C(C=C2)C(F)(F)F)OCC)F (7-difluoromethyl-5-(3-ethoxy-4-trifluoromethyl-phenyl)-pyrazolo[1,5-a]pyrimidine-3-carboxylic acid), S(N)(=O)(=O)C=1C=C(C=CC1)N (3-sulfamoyl-phenylamine). RXN SMILES: [F:1][CH:2]([F:28])[C:3]1[N:8]2[N:9]=[CH:10][C:11]([C:12](O)=[O:13])=[C:7]2[N:6]=[C:5]([C:15]2[CH:20]=[CH:19][C:18]([C:21]([F:24])([F:23])[F:22])=[C:17]([O:25][CH2:26][CH3:27])[CH:16]=2)[CH:4]=1.[S:29]([C:33]1[CH:34]=[C:35]([NH2:39])[CH:36]=[CH:37][CH:38]=1)(=[O:32])(=[O:31])[NH2:30]>>[S:29]([C:33]1[CH:34]=[C:35]([NH:39][C:12]([C:11]2[CH:10]=[N:9][N:8]3[C:3]([CH:2]([F:28])[F:1])=[CH:4][C:5]([C:15]4[CH:20]=[CH:19][C:18]([C:21]([F:23])([F:24])[F:22])=[C:17]([O:25][CH2:26][CH3:27])[CH:16]=4)=[N:6][C:7]=23)=[O:13])[CH:36]=[CH:37][CH:38]=1)(=[O:31])(=[O:32])[NH2:30]. Procedure details: The title compound was prepared from 7-difluoromethyl-5-(3-ethoxy-4-trifluoromethyl-phenyl)-pyrazolo[1,5-a]pyrimidine-3-carboxylic acid (example C.12) and 3-sulfamoyl-phenylamine [commercially available] according to general procedure II. Light yellow solid. MS (ISP) 554.0 [(M−H)−]; mp 254° C.